describe an organic reaction: reactants, conditions, products, and yield From a dataset of the Open Reaction Database (ORD), a public repository of structured organic reaction records. Reactants: [OH-].[Na+] (sodium hydroxide), O (water), NC=1C(=CC(=C(C1)OC(OC1=C(C=C(C(=C1)N)F)Cl)=O)Cl)F (bis(5-amino-2-chloro-4-fluorophenyl)carbonate), C(C#C)Br (propargyl bromide). Reagents/catalysts: [Br-].C(CCC)[N+](CCCC)(CCCC)CCCC (tetrabutylammonium bromide). Solvent: solution, C1(=CC=CC=C1)C (toluene). Reaction conditions: temperature 80 celsius. The product is ClC1=CC(=C(N)C=C1OCC#C)F (4-chloro-2-fluoro-5-propargyloxyaniline). Isolated yield 184.1%. RXN SMILES: NC1C(F)=CC(Cl)=C(O[C:9](=O)[O:10][C:11]2[CH:16]=[C:15]([NH2:17])[C:14]([F:18])=[CH:13][C:12]=2[Cl:19])C=1.[CH2:23](Br)[C:24]#C.[OH-].[Na+].O>[Br-].C([N+](CCCC)(CCCC)CCCC)CCC.C1(C)C=CC=CC=1>[Cl:19][C:12]1[C:11]([O:10][CH2:9][C:23]#[CH:24])=[CH:16][C:15]([NH2:17])=[C:14]([F:18])[CH:13]=1 |f:2.3,5.6|. Reported procedure: A round-bottomed flask (50 cc) was charged with bis(5-amino-2-chloro-4-fluorophenyl)carbonate (1.53 g, 4.39 mmol), propargyl bromide (1.11 g, 9.36 mmol) and tetrabutylammonium bromide (70 mg, 0.22 mmol) to prepare a solution in toluene (10 mL). Subsequently, 48% sodium hydroxide in aqueous solution (5 mL) was added slowly and the mixture was stirred under heating at 80° C. for 1 h. After completion of the reaction, the reaction mixture was cooled to room temperature and water (15 mL) was added, ... The reactants are C1CCOC1, CCOC(=O)c1cccc(C(F)(F)F)c1, CC#N, [H-], [Na+]. Product: N#CCC(=O)c1cccc(C(F)(F)F)c1. RXN SMILES: [CH2:21]1[O:22][CH2:23][CH2:24][CH2:25]1.[CH2:3]([O:4][C:6]([c:7]1[cH:8][c:9]([C:13]([F:14])([F:15])[F:16])[cH:10][cH:11][cH:12]1)=[O:17])[CH3:5].[CH3:18][C:19]#[N:20].[H-:2].[Na+:1]>>[C:6]([c:7]1[cH:8][c:9]([C:13]([F:14])([F:15])[F:16])[cH:10][cH:11][cH:12]1)(=[O:17])[CH2:18][C:19]#[N:20]. The product is COC(=C1C2CC3CC(C2)CC1C3)c1cc(N)cc(OC)c1. Starting materials: COC(=C1C2CC3CC(C2)CC1C3)c1cc(NC(=O)C(F)(F)F)cc(OC)c1, CO, O. RXN SMILES: [CH3:1][O:2][c:3]1[cH:4][c:5]([C:16](=[C:17]2[CH:18]3[CH2:19][CH:20]4[CH2:21][CH:22]([CH2:23][CH:24]2[CH2:25]4)[CH2:26]3)[O:27][CH3:28])[cH:6][c:7]([NH:9][C:10](=[O:11])[C:12]([F:13])([F:14])[F:15])[cH:8]1.[CH3:30][OH:31].[OH2:29]>>[CH3:1][O:2][c:3]1[cH:4][c:5]([C:16](=[C:17]2[CH:18]3[CH2:19][CH:20]4[CH2:21][CH:22]([CH2:23][CH:24]2[CH2:25]4)[CH2:26]3)[O:27][CH3:28])[cH:6][c:7]([NH2:9])[cH:8]1. The reactants are BrC1=C(C=CC=C1)CC(C(=O)O)CCC (3-(2-bromophenyl)-2-propylpropionic acid), S(=O)(Cl)Cl (thionyl chloride). Product: BrC1=C(C=CC=C1)CC(C(=O)Cl)CCC (3-(bromophenyl)-2-n-propylpropionyl chloride). Reaction SMILES: [Br:1][C:2]1[CH:7]=[CH:6][CH:5]=[CH:4][C:3]=1[CH2:8][CH:9]([CH2:13][CH2:14][CH3:15])[C:10](O)=[O:11].S(Cl)([Cl:18])=O>>[Br:1][C:2]1[CH:7]=[CH:6][CH:5]=[CH:4][C:3]=1[CH2:8][CH:9]([CH2:13][CH2:14][CH3:15])[C:10]([Cl:18])=[O:11]. Procedure details: A 500-ml three-necked round flask equipped with a stirring bar, a Dimroth condenser, a thermometer and a NaOH trap was charged with 277 mmol of 3-(2-bromophenyl)-2-propylpropionic acid and 200 ml of thionyl chloride, and the mixture was heated under reflux for 2 hours. Then, the excess thionyl chloride was removed by a single distillation, and the distillation of the residue under reduced pressure gave 77.4 g of a crude product having a boiling point of 130° to 135° C./1 mmHg as a pale brown tra... Reactants: CC1(C2=CC=CC=C2NC=2C=CC=CC12)C (9,9-dimethylacridan), CC1CCC(N1)=O (5-methyl-2-pyrrolidinone), P(=O)(Cl)(Cl)Cl (phosphorus oxychloride). Product: CC1(C2=CC=CC=C2N(C=2C=CC=CC12)C1=NC(CC1)C)C (9,9-DIMETHYL-10-(5-METHYL-1-PYRROLIN-2-YL)ACRIDAN). The yield is 11.0%. RXN SMILES: [CH3:1][C:2]1([CH3:16])[C:15]2[CH:14]=[CH:13][CH:12]=[CH:11][C:10]=2[NH:9][C:8]2[C:3]1=[CH:4][CH:5]=[CH:6][CH:7]=2.[CH3:17][CH:18]1[NH:22][C:21](=O)[CH2:20][CH2:19]1.P(Cl)(Cl)(Cl)=O>>[CH3:1][C:2]1([CH3:16])[C:3]2[CH:4]=[CH:5][CH:6]=[CH:7][C:8]=2[N:9]([C:21]2[CH2:20][CH2:19][CH:18]([CH3:17])[N:22]=2)[C:10]2[C:15]1=[CH:14][CH:13]=[CH:12][CH:11]=2. Reported procedure: Reaction of 9,9-dimethylacridan, 5-methyl-2-pyrrolidinone and phosphorus oxychloride according to the procedure of Example 1 provides the free base 9,9-DIMETHYL-10-(5-METHYL-1-PYRROLIN-2-YL)ACRIDAN as a distillable oil, b.p. 160°-180° C. at 0.15 mm Hg. in 11% yield. Conversion of the free base to the hydrochloride salt affords 9,9-DIMETHYL-10-(5-METHYL-1-PYRROLIN-2-YL)ACRIDAN HYDROCHLORIDE, m.p. 232.5°-234.5° C. (dec.) (corr.), by trituration with hot benzene.